Dataset: the Open Reaction Database (ORD), a public repository of structured organic reaction records. Task: describe an organic reaction: reactants, conditions, products, and yield Starting materials: ClC=1C(=C(C(=C(C1)C(C)=O)OC)[N+](=O)[O-])C (1-(5-chloro-2-methoxy-4-methyl-3-nitrophenyl)ethanone), B(Br)(Br)Br (boron tribromide). Reaction conditions: temperature -78 celsius, time 10 minute. Procedure details: To a mixture of 1-(5-chloro-2-methoxy-4-methyl-3-nitrophenyl)ethanone (8.9 g, 37 mmol, from Oakwood) in methylene chloride (200 mL) was added 1.0 M boron tribromide in methylene chloride (38.4 mL, 38.4 mmol) at −78° C. After stirring at −78° C. for 10 minutes, the reaction was allowed to warm up to 0° C., quenched with water at 0° C., and extracted with dichloromethane. The combined organic layers were washed with brine, dried over sodium sulfate and filtered. After evaporating to dryness under ... Yields the product ClC=1C(=C(C(=C(C1)C(C)=O)O)[N+](=O)[O-])C (1-(5-Chloro-2-hydroxy-4-methyl-3-nitrophenyl)ethanone). As a reaction SMILES: [Cl:1][C:2]1[C:3]([CH3:16])=[C:4]([N+:13]([O-:15])=[O:14])[C:5]([O:11]C)=[C:6]([C:8](=[O:10])[CH3:9])[CH:7]=1.B(Br)(Br)Br>C(Cl)Cl>[Cl:1][C:2]1[C:3]([CH3:16])=[C:4]([N+:13]([O-:15])=[O:14])[C:5]([OH:11])=[C:6]([C:8](=[O:10])[CH3:9])[CH:7]=1. The solvent is C(Cl)Cl (methylene chloride), C(Cl)Cl (methylene chloride). Starting materials: CC(C)(C)OC(=O)NCCN, CS(C)=O, CCOC(C)=O, CCN(C(C)C)C(C)C, CS(=O)(=O)c1nc(N)c(C#N)s1, O. The product is CC(C)(C)OC(=O)NCCNc1nc(N)c(C#N)s1. RXN SMILES: [C:13](=[O:14])([O:15][C:16]([CH3:17])([CH3:18])[CH3:19])[NH:20][CH2:21][CH2:22][NH2:23].[CH3:34][S:35]([CH3:36])=[O:37].[CH3:38][CH2:39][O:40][C:41](=[O:42])[CH3:43].[CH:24]([N:25]([CH2:26][CH3:27])[CH:28]([CH3:29])[CH3:30])([CH3:31])[CH3:32].[NH2:1][c:2]1[n:3][c:4]([S:9]([CH3:10])(=[O:11])=[O:12])[s:5][c:6]1[C:7]#[N:8].[OH2:33]>>[NH2:1][c:2]1[n:3][c:4]([NH:23][CH2:22][CH2:21][NH:20][C:13](=[O:14])[O:15][C:16]([CH3:17])([CH3:18])[CH3:19])[s:5][c:6]1[C:7]#[N:8]. Reactants: solution, C[Si](C)(C)[N-][Si](C)(C)C (bis(trimethylsilyl)amide), N1(CCCCC1)CC1=CC=C(C=C1)C=1C=C(C(=NC1)F)C1=C(C=NC=C1)N (5-(4-piperidin-1-ylmethyl-phenyl)-2-fluoro-[3,4]bipyridinyl-3′-ylamine), O (water). Run in C1CCOC1 (THF), C1CCOC1 (THF). Conditions: time 1 hour. Product: N1(CCCCC1)CC1=CC=C(C=C1)C1=CC2=C(NC3=C2C=CN=C3)N=C1 (3-(4-Piperidin-1-ylmethyl-phenyl)-9H-dipyrido[2,3-b;4′,3′-d]pyrrole). The yield is 41.9%. As a reaction SMILES: C[Si]([N-][Si](C)(C)C)(C)C.[N:10]1([CH2:16][C:17]2[CH:22]=[CH:21][C:20]([C:23]3[CH:24]=[C:25]([C:30]4[CH:35]=[CH:34][N:33]=[CH:32][C:31]=4[NH2:36])[C:26](F)=[N:27][CH:28]=3)=[CH:19][CH:18]=2)[CH2:15][CH2:14][CH2:13][CH2:12][CH2:11]1.O>C1COCC1>[N:10]1([CH2:16][C:17]2[CH:22]=[CH:21][C:20]([C:23]3[CH:28]=[N:27][C:26]4[NH:36][C:31]5[CH:32]=[N:33][CH:34]=[CH:35][C:30]=5[C:25]=4[CH:24]=3)=[CH:19][CH:18]=2)[CH2:15][CH2:14][CH2:13][CH2:12][CH2:11]1. Procedure: A 1N solution of bis(trimethylsilyl)amide in THF (2.78 mL, 2.80 mmol) was added dropwise to a solution of 5-(4-piperidin-1-ylmethyl-phenyl)-2-fluoro-[3,4]bipyridinyl-3′-ylamine (101 mg, 0.278 mmol) in THF (5.0 mL) at ambient temperature. The mixture was stirred for 1 h at ambient temperature and then treated with water. The resultant brown solution was partitioned between DCM and water, the layers separated, and the aqueous phase extracted into 20% methanol in DCM. The combined organic phase was... Starting materials: C(C)OC(CCC1=C(C=C(C=C1)OC1=C(C=CC=C1)C(=O)OCC)OCCCCCCCCCC)=O (2-(decyloxy)-4-[2-(ethoxycarbonyl)phenoxy]benzenepropanoic acid ethyl ester), [Cl-].[Al+3].[Cl-].[Cl-] (aluminum chloride), Cl (hydrochloric acid), C(C(=O)Cl)(=O)Cl (oxalyl chloride). Solvent: C(Cl)Cl (methylene chloride). Conditions: time 1 hour. The product is C(C)OC(=O)C1=C2OC=3C=C(C(=CC3C(C2=CC=C1)=O)CCC(=O)O)O (5-(ethoxycarbonyl)-3-hydroxy-9-oxo-9H-xanthene-2-propanoic acid). Reaction SMILES: C([O:3][C:4](=[O:36])[CH2:5][CH2:6][C:7]1[CH:12]=[CH:11][C:10]([O:13][C:14]2[CH:19]=[CH:18][CH:17]=[CH:16][C:15]=2[C:20]([O:22][CH2:23][CH3:24])=[O:21])=[CH:9][C:8]=1[O:25]CCCCCCCCCC)C.[Cl-].[Al+3].[Cl-].[Cl-].C(Cl)(=O)[C:42](Cl)=[O:43].Cl>C(Cl)Cl>[CH2:23]([O:22][C:20]([C:15]1[CH:16]=[CH:17][CH:18]=[C:19]2[C:14]=1[O:13][C:10]1[CH:9]=[C:8]([OH:25])[C:7]([CH2:6][CH2:5][C:4]([OH:3])=[O:36])=[CH:12][C:11]=1[C:42]2=[O:43])=[O:21])[CH3:24] |f:1.2.3.4|. Reported procedure: To a solution of 0.7 g of 2-(decyloxy)-4-[2-(ethoxycarbonyl)phenoxy]benzenepropanoic acid ethyl ester in methylene chloride at room temperature were added 0.187 g of aluminum chloride followed by 0.122 ml of oxalyl chloride. After stirring for approximately 1 hour, the mixture was poured into a combination of ice and hydrochloric acid. After stirring for approximately 1 hour, the layers were separated and the organic layer was dried and concentrated in vacuo. The material was used without furthe... Reactants: CCOC(=O)CCc1ccc(Oc2cc(C)cc(Oc3ccc(C(F)(F)F)cc3-c3cccnc3)c2)cc1C, CCO, Cl, [Na+], [OH-], O. The product is Cc1cc(Oc2ccc(CCC(=O)O)c(C)c2)cc(Oc2ccc(C(F)(F)F)cc2-c2cccnc2)c1. RXN SMILES: [CH2:1]([CH3:2])[O:3][C:4]([CH2:5][CH2:6][c:7]1[c:8]([CH3:38])[cH:9][c:10]([O:13][c:14]2[cH:15][c:16]([CH3:37])[cH:17][c:18]([O:20][c:21]3[c:22](-[c:31]4[cH:32][n:33][cH:34][cH:35][cH:36]4)[cH:23][c:24]([C:27]([F:28])([F:29])[F:30])[cH:25][cH:26]3)[cH:19]2)[cH:11][cH:12]1)=[O:39].[CH3:43][CH2:44][OH:45].[ClH:42].[Na+:41].[OH-:40].[OH2:46]>>[O:3]=[C:4]([CH2:5][CH2:6][c:7]1[c:8]([CH3:38])[cH:9][c:10]([O:13][c:14]2[cH:15][c:16]([CH3:37])[cH:17][c:18]([O:20][c:21]3[c:22](-[c:31]4[cH:32][n:33][cH:34][cH:35][cH:36]4)[cH:23][c:24]([C:27]([F:28])([F:29])[F:30])[cH:25][cH:26]3)[cH:19]2)[cH:11][cH:12]1)[OH:39]. The reactants are COc1ccc([N+](=O)[O-])c(OC)c1-c1ccccc1C, CO. The product is COc1ccc(N)c(OC)c1-c1ccccc1C. Reaction SMILES: [CH3:1][O:2][c:3]1[c:4](-[c:14]2[c:15]([CH3:20])[cH:16][cH:17][cH:18][cH:19]2)[c:5]([O:12][CH3:13])[cH:6][cH:7][c:8]1[N+:9]([O-:10])=[O:11].[CH3:21][OH:22]>>[CH3:1][O:2][c:3]1[c:4](-[c:14]2[c:15]([CH3:20])[cH:16][cH:17][cH:18][cH:19]2)[c:5]([O:12][CH3:13])[cH:6][cH:7][c:8]1[NH2:9]. Reactants: C(=O)NC=1SC=C(N1)C(C(=O)NC1[C@@H]2N(C(=C(CS2)CSC2=NN=NN2CCNC(=O)OC(C)(C)C)C(=O)O)C1=O)=NOCC(=O)OC(C)(C)C (7-[2-(2-formamidothiazol-4-yl)-2-tert-butoxycarbonylmethoxyiminoacetamido]-3-[1-(2-tert-butoxycarbonylaminoethyl)-1H-tetrazol-5-yl]thiomethyl-3-cephem-4-carboxylic acid), Cl (hydrochloric acid). Solvent: CO (methanol). The product is Cl.NC=1SC=C(N1)C(C(=O)NC1[C@@H]2N(C(=C(CS2)CSC2=NN=NN2CCNC(=O)OC(C)(C)C)C(=O)O)C1=O)=NOCC(=O)OC(C)(C)C (7-[2-(2-aminothiazol-4-yl)-2-tert-butoxycarbonylmethoxyiminoacetamido]-3-[1-(2-tert-butoxycarbonylaminoethyl)-1H-tetrazol-5-yl]thiomethyl-3-cephem-4-carboxylic acid hydrochloride). Yield: 93.8%. Reaction SMILES: C([NH:3][C:4]1[S:5][CH:6]=[C:7]([C:9](=[N:42][O:43][CH2:44][C:45]([O:47][C:48]([CH3:51])([CH3:50])[CH3:49])=[O:46])[C:10]([NH:12][CH:13]2[C:40](=[O:41])[N:15]3[C:16]([C:37]([OH:39])=[O:38])=[C:17]([CH2:20][S:21][C:22]4[N:26]([CH2:27][CH2:28][NH:29][C:30]([O:32][C:33]([CH3:36])([CH3:35])[CH3:34])=[O:31])[N:25]=[N:24][N:23]=4)[CH2:18][S:19][C@H:14]23)=[O:11])[N:8]=1)=O.[ClH:52]>CO>[ClH:52].[NH2:3][C:4]1[S:5][CH:6]=[C:7]([C:9](=[N:42][O:43][CH2:44][C:45]([O:47][C:48]([CH3:51])([CH3:50])[CH3:49])=[O:46])[C:10]([NH:12][CH:13]2[C:40](=[O:41])[N:15]3[C:16]([C:37]([OH:39])=[O:38])=[C:17]([CH2:20][S:21][C:22]4[N:26]([CH2:27][CH2:28][NH:29][C:30]([O:32][C:33]([CH3:34])([CH3:35])[CH3:36])=[O:31])[N:25]=[N:24][N:23]=4)[CH2:18][S:19][C@H:14]23)=[O:11])[N:8]=1 |f:3.4|. Procedure: A solution of 7-[2-(2-formamidothiazol-4-yl)-2-tert-butoxycarbonylmethoxyiminoacetamido]-3-[1-(2-tert-butoxycarbonylaminoethyl)-1H-tetrazol-5-yl]thiomethyl-3-cephem-4-carboxylic acid (syn isomer, 3.5 g.) and conc. hydrochloric acid (1.9 g.) in methanol (35 ml.) was stirred at room temperature for 1.5 hours. After concentration, the residue was pulverized with diethyl ether to give 7-[2-(2-aminothiazol-4-yl)-2-tert-butoxycarbonylmethoxyiminoacetamido]-3-[1-(2-tert-butoxycarbonylaminoethyl)-1H-tet... RXN SMILES: [Na].C(O)C.[Cl:5][C:6]1[CH:7]=[N:8][C:9]([NH:12][NH2:13])=[CH:10][CH:11]=1.[C:14](#[N:18])/[CH:15]=[CH:16]/[CH3:17]>ClCCl.CCCCCC>[NH2:18][C:14]1[CH2:15][CH:16]([CH3:17])[N:12]([C:9]2[CH:10]=[CH:11][C:6]([Cl:5])=[CH:7][N:8]=2)[N:13]=1 |^1:0|. Reactants: [Na] (sodium), C(\C=C\C)#N (crotononitrile), C(C)O (ethanol), ClC=1C=NC(=CC1)NN (3-chloro-6-hydrazinopyridine). The product is NC1=NN(C(C1)C)C1=NC=C(C=C1)Cl (2-(3-Amino-5-methyl-2-pyrazolin-1-yl)-5-chloropyridine). Solvent: ClCCl (dichloromethane), CCCCCC (hexane). Reported procedure: A mixture of 0.20 g. of sodium metal dissolved in 50 ml. of absolute ethanol, 5.0 g. of 3-chloro-6-hydrazinopyridine and 4.8 g. of crotononitrile is heated at reflux for 18 hours. The procedure of Example 5 is followed through the evaporation of the magnesium silicate filtrate to give a yellow gum. Trituration with hexane gives a yellow solid. The solid is dissolved in dichloromethane. This solution is concentrated by heating on a steam bath while adding hexane, then is cooled in a refrigerator ... Reactants: COc1ccccc1, [Na+], O=C([O-])O, O=C(O)C(F)(F)F, COc1ccc(COc2cc(C(=O)Nc3nc(-c4ccco4)c(-c4ccncc4)s3)ccn2)cc1. Product: O=C(Nc1nc(-c2ccco2)c(-c2ccncc2)s1)c1cc[nH]c(=O)c1. Reaction SMILES: [CH3:36][O:37][c:38]1[cH:39][cH:40][cH:41][cH:42][cH:43]1.[Na+:44].[OH:45][C:46](=[O:47])[O-:48].[OH:49][C:50]([C:51]([F:52])([F:53])[F:54])=[O:55].[o:1]1[c:2](-[c:6]2[n:7][c:8]([NH:17][C:18](=[O:19])[c:20]3[cH:21][c:22]([O:26][CH2:27][c:28]4[cH:29][cH:30][c:31]([O:32][CH3:33])[cH:34][cH:35]4)[n:23][cH:24][cH:25]3)[s:9][c:10]2-[c:11]2[cH:12][cH:13][n:14][cH:15][cH:16]2)[cH:3][cH:4][cH:5]1>>[o:1]1[c:2](-[c:6]2[n:7][c:8]([NH:17][C:18](=[O:19])[c:20]3[cH:21][c:22](=[O:26])[nH:23][cH:24][cH:25]3)[s:9][c:10]2-[c:11]2[cH:12][cH:13][n:14][cH:15][cH:16]2)[cH:3][cH:4][cH:5]1. Reactants: CC(C)CCO, Cc1nc2c(ncn2C)c(Cl)c1C(=O)O, [H-], [Na+], c1ccccc1. Yields the product Cc1nc2c(ncn2C)c(OCCC(C)C)c1C(=O)O. As a reaction SMILES: [CH3:24][CH:25]([CH2:26][CH2:27][OH:28])[CH3:29].[Cl:9][c:10]1[c:11]2[c:12]([n:13][c:14]([CH3:19])[c:15]1[C:16](=[O:17])[OH:18])[n:20]([CH3:23])[cH:21][n:22]2.[H-:1].[Na+:2].[cH:3]1[cH:4][cH:5][cH:6][cH:7][cH:8]1>>[c:10]1([O:28][CH2:27][CH2:26][CH:25]([CH3:24])[CH3:29])[c:11]2[c:12]([n:13][c:14]([CH3:19])[c:15]1[C:16](=[O:17])[OH:18])[n:20]([CH3:23])[cH:21][n:22]2.